This data is from the Open Reaction Database (ORD), a public repository of structured organic reaction records. The task is: describe an organic reaction: reactants, conditions, products, and yield The reactants are Example 1 ( g ), ClCC1=C(C2=CC=CC=C2C=C1)OCOCCOC (2-chloromethyl-1-(2-methoxy-ethoxymethoxy)-naphthalene), C(C=C)OC1=CC=C(C=C1)C1C(CN(CC1)C(=O)OC(C)(C)C)O (tert-butyl (3RS,4RS)-4-(4-allyloxy-phenyl)-3-hydroxy-piperidine-1-carboxylate), Example 86 ( b ). Product: C(C=C)OC1=CC=C(C=C1)C1C(CN(CC1)C(=O)OC(C)(C)C)OCC1=C(C2=CC=CC=C2C=C1)OCOCCOC (tert-butyl (3RS,4RS)-4-(4-allyloxy-phenyl)-3-[1-(2-methoxy-ethoxymethoxy)-naphthalen-2-ylmethoxy]-piperidine-1-carboxylate). As a reaction SMILES: [CH2:1]([O:4][C:5]1[CH:10]=[CH:9][C:8]([CH:11]2[CH2:16][CH2:15][N:14]([C:17]([O:19][C:20]([CH3:23])([CH3:22])[CH3:21])=[O:18])[CH2:13][CH:12]2[OH:24])=[CH:7][CH:6]=1)[CH:2]=[CH2:3].Cl[CH2:26][C:27]1[CH:36]=[CH:35][C:34]2[C:29](=[CH:30][CH:31]=[CH:32][CH:33]=2)[C:28]=1[O:37][CH2:38][O:39][CH2:40][CH2:41][O:42][CH3:43]>>[CH2:1]([O:4][C:5]1[CH:6]=[CH:7][C:8]([CH:11]2[CH2:16][CH2:15][N:14]([C:17]([O:19][C:20]([CH3:23])([CH3:22])[CH3:21])=[O:18])[CH2:13][CH:12]2[O:24][CH2:26][C:27]2[CH:36]=[CH:35][C:34]3[C:29](=[CH:30][CH:31]=[CH:32][CH:33]=3)[C:28]=2[O:37][CH2:38][O:39][CH2:40][CH2:41][O:42][CH3:43])=[CH:9][CH:10]=1)[CH:2]=[CH2:3]. Procedure details: In an analogous manner to that described in Example 1 (g), by alkylating tert-butyl (3RS,4RS)-4-(4-allyloxy-phenyl)-3-hydroxy-piperidine-1-carboxylate [Example 86 (b)] with 2-chloromethyl-1-(2-methoxy-ethoxymethoxy)-naphthalene there was obtained tert-butyl (3RS,4RS)-4-(4-allyloxy-phenyl)-3-[1-(2-methoxy-ethoxymethoxy)-naphthalen-2-ylmethoxy]-piperidine-1-carboxylate, from which by cleavage of the allyl group by means of bis-(triphenylphosphine)-palladium(II) diacetate analogously to Example 152... The reactants are C(NCCC)C1(C(NC(NC1CC)CC)CC)C (5-(2-azapentyl)-5-methyl-2,4,6-triethylhexahydropyrimidine), Cl (HCl). Run in O (water). The product is NC(C(CNCCC)(C)C(CC)N)CC (7-amino-6-(1-aminopropyl)-6-methyl-4-azanonane). Isolated yield 84.3%. As a reaction SMILES: [CH2:1]([C:6]1([CH3:18])[CH:11]([CH2:12][CH3:13])[NH:10]C(CC)[NH:8][CH:7]1[CH2:16][CH3:17])[NH:2][CH2:3][CH2:4][CH3:5].Cl>O>[NH2:8][CH:7]([CH2:16][CH3:17])[C:6]([CH:11]([NH2:10])[CH2:12][CH3:13])([CH3:18])[CH2:1][NH:2][CH2:3][CH2:4][CH3:5]. Procedure details: A mixture of 21.1 grams of 5-(2-azapentyl)-5-methyl-2,4,6-triethylhexahydropyrimidine, prepared as described in example 1, 25 grams of conc. HCl and 25 grams of water was refluxed for 2 hours. The organic layer which separated was removed and discarded and the aqueous solution after extraction with ether was basified with a sodium hydroxide solution. The organic layer which separated was removed and the aqueous phase extracted with ether. The ethereal solution was combined with the organic layer... Starting materials: CC1(OB(OC1(C)C)C=1C=NNC1)C (4-(4,4,5,5-tetramethyl-1,3,2-dioxaborolan-2-yl)-1H-pyrazole), BrC1=CC=C(N)C=C1 (4-bromoaniline), C(C(C)C)N1N=CC(=C1)B1OC(C(O1)(C)C)(C)C (1-isobutyl-4-(4,4,5,5-tetramethyl-1,3,2-dioxaborolan-2-yl)-1H-pyrazole), BrC1=CC=C(S1)C(=O)NCC1=CC=2N(C=C1)C=CN2 (5-bromo-N-(imidazo[1,2-a]pyridin-7-ylmethyl)thiophene-2-carboxamide). Product: N=1C=CN2C1C=C(C=C2)CNC(=O)C=2SC(=CC2)C=2C=NN(C2)CC2(CCOCC2)C (N-(imidazo[1,2-a]pyridin-7-ylmethyl)-5-{1-[(4-methyltetrahydro-2H-pyran-4-yl)methyl]-1H-pyrazol-4-yl}thiophene-2-carboxamide). Reaction SMILES: [CH3:1][C:2]1(C)C(C)(C)OB(C2C=NNC=2)[O:3]1.[CH2:15]([N:19]1[CH:23]=[C:22](B2OC(C)(C)C(C)(C)O2)[CH:21]=[N:20]1)[CH:16]([CH3:18])[CH3:17].Br[C:34]1[S:38][C:37]([C:39]([NH:41][CH2:42][C:43]2[CH:48]=[CH:47][N:46]3[CH:49]=[CH:50][N:51]=[C:45]3[CH:44]=2)=[O:40])=[CH:36][CH:35]=1.Br[C:53]1C=CC(N)=CC=1>>[N:51]1[CH:50]=[CH:49][N:46]2[CH:47]=[CH:48][C:43]([CH2:42][NH:41][C:39]([C:37]3[S:38][C:34]([C:22]4[CH:21]=[N:20][N:19]([CH2:15][C:16]5([CH3:17])[CH2:18][CH2:53][O:3][CH2:2][CH2:1]5)[CH:23]=4)=[CH:35][CH:36]=3)=[O:40])=[CH:44][C:45]=12. Reported procedure: The title compound was prepared as described in Example 51A, substituting 14(4-methyltetrahydro-2H-pyran-4-yl)methyl)-4-(4,4,5,5-tetramethyl-1,3,2-dioxaborolan-2-yl)-1H-pyrazole for 1-isobutyl-4-(4,4,5,5-tetramethyl-1,3,2-dioxaborolan-2-yl)-1H-pyrazole and 5-bromo-N-(imidazo[1,2-a]pyridin-7-ylmethyl)thiophene-2-carboxamide for 4-bromoaniline. 1H NMR (300 MHz, DMSO-d6) δ ppm 9.02 (t, J=6.0 Hz, 1H), 8.49 (dd, J=7.1, 1.0 Hz, 1H), 8.13 (s, 1H), 7.89 (t, J=1.0 Hz, 1H), 7.81 (s, 1H), 7.74 (d, J=3.8 Hz... Reactants: CC(=CC(C)(C)CC(C)(C)C)C (Triisobutylene), P (phosphine). The product is CC(CP(CC(CC(CC(C)(C)C)(C)C)C)CC(CC(CC(C)(C)C)(C)C)C)CC(CC(C)(C)C)(C)C (tris(2,4,4,6,6-pentamethylheptyl) phosphine). RXN SMILES: [CH3:1][C:2]([CH3:12])=[CH:3][C:4]([CH2:7][C:8]([CH3:11])([CH3:10])[CH3:9])([CH3:6])[CH3:5].[PH3:13]>>[CH3:12][CH:2]([CH2:3][C:4]([CH3:6])([CH3:5])[CH2:7][C:8]([CH3:11])([CH3:10])[CH3:9])[CH2:1][P:13]([CH2:1][CH:2]([CH3:12])[CH2:3][C:4]([CH3:5])([CH3:6])[CH2:7][C:8]([CH3:11])([CH3:10])[CH3:9])[CH2:1][CH:2]([CH3:12])[CH2:3][C:4]([CH3:5])([CH3:6])[CH2:7][C:8]([CH3:11])([CH3:10])[CH3:9]. Reported procedure: Triisobutylene is reacted with phosphine according to Example 1 and the reaction mixture is subjected to vacuum stripping to remove unreacted triisobutylene and mono 2,4,4,6,6-pentamethylheptylphosphine. The residue is reacted with 1-dodecene according to Example 1 and a mixture is obtained of predominantly bis(2,4,4,6,6-pentamethylheptyl)-ndodecylphosphine and tris(2,4,4,6,6-pentamethylheptyl) phosphine. The above mixture is oxidized with hydrogen peroxide and the corresponding mixture of symme... The yield is 73.0%. The solvent is O (water), C1CCOC1 (THF). Run at time 3 hour. Product: N1(CCC1)C(=O)C=1C=C(C(=NC1)OC=1C=C(C(=O)O)C=C(C1)O[C@H](CO)C)Cl (3-{[5-(Azetidin-1-ylcarbonyl)-3-chloropyridin-2-yl]oxy}-5-{[(1S)-2-hydroxy-1-methylethyl]oxy}benzoic acid). Reactants: O.[OH-].[Li+] (Lithium hydroxide monohydrate), N1(CCC1)C(=O)C=1C=C(C(=NC1)OC=1C=C(C(=O)OC)C=C(C1)O[C@H](CO)C)Cl (methyl 3-{[5-(azetidin-1-ylcarbonyl)-3-chloropyridin-2-yl]oxy}-5-{[(1S)-2-hydroxy-1-methylethyl]oxy}benzoate). Procedure: Lithium hydroxide monohydrate (529 mg, 12.59 mmol) in water (25 mL) was added to a solution of methyl 3-{[5-(azetidin-1-ylcarbonyl)-3-chloropyridin-2-yl]oxy}-5-{[(1S)-2-hydroxy-1-methylethyl]oxy}benzoate (5.3 g, 12.6 mmol) in THF (50 mL) and stirred at RT for 3 hours. The THF was removed in vacuo and the aqueous layer was washed with ethyl acetate (50 mL) to remove any impurities. The aqueous layer was acidified and extracted into ethyl acetate (2×50 mL), and the organics washed with brine, drie... RXN SMILES: O.[OH-].[Li+].[N:4]1([C:8]([C:10]2[CH:11]=[C:12]([Cl:32])[C:13]([O:16][C:17]3[CH:18]=[C:19]([CH:24]=[C:25]([O:27][C@@H:28]([CH3:31])[CH2:29][OH:30])[CH:26]=3)[C:20]([O:22]C)=[O:21])=[N:14][CH:15]=2)=[O:9])[CH2:7][CH2:6][CH2:5]1>O.C1COCC1>[N:4]1([C:8]([C:10]2[CH:11]=[C:12]([Cl:32])[C:13]([O:16][C:17]3[CH:18]=[C:19]([CH:24]=[C:25]([O:27][C@@H:28]([CH3:31])[CH2:29][OH:30])[CH:26]=3)[C:20]([OH:22])=[O:21])=[N:14][CH:15]=2)=[O:9])[CH2:7][CH2:6][CH2:5]1 |f:0.1.2|. Reactants: c1ccncc1, CC(C)(C)OC(=O)N1CCC(Sc2ccc(NC(=O)c3ccc(Nc4ccnc5ccccc45)cc3)cc2)C1. The product is CC(C)(C)OC(=O)N1CCC(Sc2ccc(N)cc2)C1. As a reaction SMILES: [cH:40]1[cH:41][cH:42][n:43][cH:44][cH:45]1.[n:1]1[c:2]2[c:3]([cH:4][cH:5][cH:6][cH:7]2)[c:8]([NH:9][c:10]2[cH:11][cH:12][c:13]([C:14](=[O:15])[NH:18][c:19]3[cH:20][cH:21][c:22]([S:25][CH:26]4[CH2:27][CH2:28][N:29]([C:31](=[O:32])[O:33][C:34]([CH3:35])([CH3:36])[CH3:37])[CH2:30]4)[cH:23][cH:24]3)[cH:16][cH:17]2)[cH:38][cH:39]1>>[NH2:18][c:19]1[cH:20][cH:21][c:22]([S:25][CH:26]2[CH2:27][CH2:28][N:29]([C:31](=[O:32])[O:33][C:34]([CH3:35])([CH3:36])[CH3:37])[CH2:30]2)[cH:23][cH:24]1. Reactants: CC(=O)N1CCC(C(=O)O)CC1, Cl, Cc1ccc(C2CNCCC2N(C)C(=O)c2cc(C(F)(F)F)cc(C(F)(F)F)c2)cc1F. Product: CC(=O)N1CCC(C(=O)N2CCC(N(C)C(=O)c3cc(C(F)(F)F)cc(C(F)(F)F)c3)C(c3ccc(C)c(F)c3)C2)CC1. RXN SMILES: [C:34]([CH3:35])(=[O:36])[N:37]1[CH2:38][CH2:39][CH:40]([C:43](=[O:44])[OH:45])[CH2:41][CH2:42]1.[ClH:1].[F:2][c:3]1[cH:4][c:5]([CH:10]2[CH2:11][NH:12][CH2:13][CH2:14][CH:15]2[N:16]([C:17]([c:18]2[cH:19][c:20]([C:28]([F:29])([F:30])[F:31])[cH:21][c:22]([C:24]([F:25])([F:26])[F:27])[cH:23]2)=[O:32])[CH3:33])[cH:6][cH:7][c:8]1[CH3:9]>>[F:2][c:3]1[cH:4][c:5]([CH:10]2[CH2:11][N:12]([C:43]([CH:40]3[CH2:39][CH2:38][N:37]([C:34]([CH3:35])=[O:36])[CH2:42][CH2:41]3)=[O:44])[CH2:13][CH2:14][CH:15]2[N:16]([C:17]([c:18]2[cH:19][c:20]([C:28]([F:29])([F:30])[F:31])[cH:21][c:22]([C:24]([F:25])([F:26])[F:27])[cH:23]2)=[O:32])[CH3:33])[cH:6][cH:7][c:8]1[CH3:9]. Run in CN(C=O)C (dimethylformamide), O (water). Starting materials: C1(=CC=CC2=CC=CC=C12)O (1-naphthol), C(C)OCC (diethyl ether), [H-].[Na+] (sodium hydride), C(Cl)C1CO1 (epichlorohydrin). Product: C(C1CO1)OC1=CC=CC2=CC=CC=C12 (1-naphthyl glycidyl ether). Conditions: time 1 hour. Procedure: A stirred suspension of sodium hydride (4.0 g of 60% NaH in mineral oil, 100 mmol) in dimethylformamide (DMF, 100 ml) was treated with 1-naphthol (14.42 g, 100 mmol). After stirring for 1 hour at ambient temperature (room temperature), the reaction was treated with epichlorohydrin (10.18 g, 110 mmol) and stirred for 1 hour at 100° C. The reaction was diluted with water and transferred to a separatory funnel using diethyl ether (500 ml). The organic phase was washed with 10% aqueous NaHCO3 (3×200... Reaction SMILES: [H-].[Na+].[C:3]1([OH:13])[C:12]2[C:7](=[CH:8][CH:9]=[CH:10][CH:11]=2)[CH:6]=[CH:5][CH:4]=1.[CH2:14]([CH:16]1[O:18][CH2:17]1)Cl.C(OCC)C>CN(C)C=O.O>[CH2:14]([O:13][C:3]1[C:12]2[C:7](=[CH:8][CH:9]=[CH:10][CH:11]=2)[CH:6]=[CH:5][CH:4]=1)[CH:16]1[O:18][CH2:17]1 |f:0.1|.